Dataset: the Open Reaction Database (ORD), a public repository of structured organic reaction records. Task: describe an organic reaction: reactants, conditions, products, and yield The reactants are CC(C(=O)O)(C)OC (2-methyl-2-methoxypropanoic acid), O=P(Cl)(Cl)Cl (POCl3), ( 50 ), solution, [OH-].[Na+] (NaOH), NNC(=S)N (thiosemicarbazide), P(=O)(Cl)(Cl)Cl (phosphorous oxychloride). The solvent is O (water), O (water), C(C)OCC (diethylether), O1CCOCC1 (dioxane). Reaction conditions: temperature 85 celsius. The product is COC(C)(C)C1=NN=C(S1)N (5-(1-methoxy-1-methylethyl)-2-amino-1,3,4-thiadiazole). RXN SMILES: [CH3:1][C:2]([O:7][CH3:8])([CH3:6])[C:3](O)=O.[NH2:9][NH:10][C:11]([NH2:13])=[S:12].P(Cl)(Cl)(Cl)=O.[OH-].[Na+]>C(OCC)C.O.O1CCOCC1>[CH3:8][O:7][C:2]([C:3]1[S:12][C:11]([NH2:13])=[N:10][N:9]=1)([CH3:6])[CH3:1] |f:3.4|. Reported procedure: Into a 150 milliliter, 3-neck flask equipped with a Claisen adaptor, paddle stirrer, thermometer, addition funnel and condenser were charged 7.1 grams (0.060 mole) of 2-methyl-2-methoxypropanoic acid, prepared above, (5.5 grams, 0.060 mole) of thiosemicarbazide and 50 milliliters of dry dioxane. The slurry was heated to 85° C. and the addition funnel was charged with phosphorous oxychloride (POCl3). The POCl3 (10.1 grams, 0.066 mole) was slowly added (for 20 minutes) while maintaining the temper... Reactants: C(C)(=O)OC(CCC=O)C (4-acetoxypentanal), [Cl-].C[NH2+]C (dimethylammonium chloride), solution, C=O (formaldehyde). Yields the product C(C)(=O)OC(CC(C=O)=C)C (4-acetoxy-2-methylene-pentanal). Yield: 93.9%. RXN SMILES: [C:1]([O:4][CH:5]([CH3:10])[CH2:6][CH2:7][CH:8]=[O:9])(=[O:3])[CH3:2].[Cl-].[CH3:12][NH2+]C.C=O>>[C:1]([O:4][CH:5]([CH3:10])[CH2:6][C:7](=[CH2:12])[CH:8]=[O:9])(=[O:3])[CH3:2] |f:1.2|. Reported procedure: 18.0 g (124.8 mmol) of 4-acetoxypentanal, 11.5 g (140.7 mmol) of dimethylammonium chloride and 11.0 ml (146 mmol) of a 37% solution of formaldehyde are stirred for 1 hour at a bath temperature of 110° C. The reaction mixture is allowed to cool and then extracted three times with CH2Cl2. The combined organic phases are dried over MgSO4, filtered and concentrated by evaporation, giving 18.3 g of 4-acetoxy-2-methylene-pentanal as a colourless oil which is further reacted without purification. Starting materials: [NH4+].[Cl-] (NH4Cl), C(C)(=O)C1=CC=C2C(=CC=NC2=N1)C=1C=CC(=C(C1)C=1C(=CC=CC1)C#N)F (5′-[7-Acetyl-[1,8]naphthyridin-4-yl]-2′-fluorobiphenyl-2-carbonitrile), C[Mg]Br (methylmagnesium bromide), C[Mg]Br (methylmagnesium bromide). Solvent: C1CCOC1 (THF). Conditions: temperature -78 celsius, time 85 minute. Product: FC1=C(C=C(C=C1)C1=CC=NC2=NC(=CC=C12)C(C)(C)O)C=1C(=CC=CC1)C#N (2′-Fluoro-5′-[7-(1-hydroxy-1-methylethyl)-[1,8]naphthyridin-4-yl]biphenyl-2-carbonitrile). Yield: 69.1%. As a reaction SMILES: [C:1]([C:4]1[N:13]=[C:12]2[C:7]([C:8]([C:14]3[CH:15]=[CH:16][C:17]([F:28])=[C:18]([C:20]4[C:21]([C:26]#[N:27])=[CH:22][CH:23]=[CH:24][CH:25]=4)[CH:19]=3)=[CH:9][CH:10]=[N:11]2)=[CH:6][CH:5]=1)(=[O:3])[CH3:2].[CH3:29][Mg]Br.[NH4+].[Cl-]>C1COCC1>[F:28][C:17]1[CH:16]=[CH:15][C:14]([C:8]2[C:7]3[C:12](=[N:13][C:4]([C:1]([OH:3])([CH3:29])[CH3:2])=[CH:5][CH:6]=3)[N:11]=[CH:10][CH:9]=2)=[CH:19][C:18]=1[C:20]1[C:21]([C:26]#[N:27])=[CH:22][CH:23]=[CH:24][CH:25]=1 |f:2.3|. Reported procedure: To a stirred solution of 5′-[7-acetyl-[1,8]naphthyridin-4-yl]-2′-fluorobiphenyl-2-carbonitrile (from Example 58) (28.6 mg, 0.0778 mmol) in anhydrous THF (2 mL), cooled under nitrogen to −78° C., was added dropwise methylmagnesium bromide (3.0 M solution in Et2O, 26.0 μL, 0.078 mmol). The mixture was stirred at −78° C. for a total of 85 min, adding more methylmagnesium bromide (3.0 M solution in Et2O, 26.0 μL, 0.078 mmol) after 45 min and 70 min. Saturated aqueous NH4Cl (2 mL) was then added and ...